This data is from the Open Reaction Database (ORD), a public repository of structured organic reaction records. The task is: describe an organic reaction: reactants, conditions, products, and yield Starting materials: O=C([O-])[O-], CO, [Cl-], COC(=O)Oc1cc(N2C(=O)OC(C(C)C)C2=O)c(F)cc1Cl, [K+], [K+], [NH4+]. The product is CC(C)C1OC(=O)N(c2cc(O)c(Cl)cc2F)C1=O. As a reaction SMILES: [C:1](=[O:2])([O-:3])[O-:4].[CH3:32][OH:33].[Cl-:30].[F:7][c:8]1[c:9]([N:20]2[C:21](=[O:29])[O:22][CH:23]([CH:26]([CH3:27])[CH3:28])[C:24]2=[O:25])[cH:10][c:11]([O:15][C:16]([O:17][CH3:18])=[O:19])[c:12]([Cl:14])[cH:13]1.[K+:5].[K+:6].[NH4+:31]>>[F:7][c:8]1[c:9]([N:20]2[C:21](=[O:29])[O:22][CH:23]([CH:26]([CH3:27])[CH3:28])[C:24]2=[O:25])[cH:10][c:11]([OH:15])[c:12]([Cl:14])[cH:13]1. The reactants are [O-][n+]1ccccc1Cl, Cl, [Na+], [OH-], O=[N+]([O-])O, O=S(=O)(O)O. The product is O=[N+]([O-])c1cc[n+]([O-])c(Cl)c1. As a reaction SMILES: [Cl:6][c:7]1[n+:8]([O-:13])[cH:9][cH:10][cH:11][cH:12]1.[ClH:5].[Na+:15].[OH-:14].[OH:1][N+:2]([O-:3])=[O:4].[S:16](=[O:17])(=[O:18])([OH:19])[OH:20]>>[O-:1][N+:2](=[O:4])[c:11]1[cH:10][cH:9][n+:8]([O-:13])[c:7]([Cl:6])[cH:12]1. The reactants are CCO, COC(=O)c1cc(Cn2nc(C(F)(F)F)cc2C(F)(F)F)nn1-c1ncccc1Cl, [Na+], [OH-], O. The product is O=C(O)c1cc(Cn2nc(C(F)(F)F)cc2C(F)(F)F)nn1-c1ncccc1Cl. Reaction SMILES: [CH3:33][CH2:34][OH:35].[F:1][C:2]([c:3]1[n:4][n:5]([CH2:12][c:13]2[cH:14][c:15]([C:25](=[O:26])[O:27][CH3:28])[n:16](-[c:18]3[n:19][cH:20][cH:21][cH:22][c:23]3[Cl:24])[n:17]2)[c:6]([C:8]([F:9])([F:10])[F:11])[cH:7]1)([F:29])[F:30].[Na+:32].[OH-:31].[OH2:36]>>[F:1][C:2]([c:3]1[n:4][n:5]([CH2:12][c:13]2[cH:14][c:15]([C:25](=[O:26])[OH:27])[n:16](-[c:18]3[n:19][cH:20][cH:21][cH:22][c:23]3[Cl:24])[n:17]2)[c:6]([C:8]([F:9])([F:10])[F:11])[cH:7]1)([F:29])[F:30]. Reactants: COC(=O)COc1ccc(Cl)c2nc(C)c(Cc3ccc(S(C)(=O)=O)cc3Cl)c(OC(F)F)c12, CO, Cl, [Li+], C1CCOC1, [OH-], O. Product: Cc1nc2c(Cl)ccc(OCC(=O)O)c2c(OC(F)F)c1Cc1ccc(S(C)(=O)=O)cc1Cl. RXN SMILES: [CH3:1][O:2][C:3]([CH2:4][O:5][c:6]1[c:7]2[c:8]([O:30][CH:31]([F:32])[F:33])[c:9]([CH2:18][c:19]3[c:20]([Cl:29])[cH:21][c:22]([S:25](=[O:26])(=[O:27])[CH3:28])[cH:23][cH:24]3)[c:10]([CH3:17])[n:11][c:12]2[c:13]([Cl:16])[cH:14][cH:15]1)=[O:34].[CH3:35][OH:36].[ClH:39].[Li+:37].[O:41]1[CH2:42][CH2:43][CH2:44][CH2:45]1.[OH-:38].[OH2:40]>>[O:2]=[C:3]([CH2:4][O:5][c:6]1[c:7]2[c:8]([O:30][CH:31]([F:32])[F:33])[c:9]([CH2:18][c:19]3[c:20]([Cl:29])[cH:21][c:22]([S:25](=[O:26])(=[O:27])[CH3:28])[cH:23][cH:24]3)[c:10]([CH3:17])[n:11][c:12]2[c:13]([Cl:16])[cH:14][cH:15]1)[OH:34]. RXN SMILES: C(OC([N:8]1[C:16]2[C:11](=[CH:12][C:13]([C:17]3[C:26]([N:27]4[CH2:31][CH2:30][CH2:29][C@@H:28]4[CH3:32])=[N:25][C:24]4[C:19](=[CH:20][CH:21]=[C:22]([C:33]([O:35][CH3:36])=[O:34])[CH:23]=4)[N:18]=3)=[CH:14][CH:15]=2)[CH:10]=[N:9]1)=O)(C)(C)C.FC(F)(F)C(O)=O>ClCCl>[NH:8]1[C:16]2[C:11](=[CH:12][C:13]([C:17]3[C:26]([N:27]4[CH2:31][CH2:30][CH2:29][C@@H:28]4[CH3:32])=[N:25][C:24]4[C:19](=[CH:20][CH:21]=[C:22]([C:33]([O:35][CH3:36])=[O:34])[CH:23]=4)[N:18]=3)=[CH:14][CH:15]=2)[CH:10]=[N:9]1. Yields the product N1N=CC2=CC(=CC=C12)C1=NC2=CC=C(C=C2N=C1N1[C@H](CCC1)C)C(=O)OC (methyl 2-(1H-indazol-5-yl)-3-[(2S)-2-methylpyrrolidin-1-yl]quinoxaline-6-carboxylate). Conditions: time 3 hour. The solvent is ClCCl (dichloromethane). Reactants: C(C)(C)(C)OC(=O)N1N=CC2=CC(=CC=C12)C1=NC2=CC=C(C=C2N=C1N1[C@H](CCC1)C)C(=O)OC (methyl 2-[1-[(tert-butoxy)carbonyl]-1H-indazol-5-yl]-3-[(2S)-2-methylpyrrolidin-1-yl]quinoxaline-6-carboxylate), FC(C(=O)O)(F)F (2,2,2-trifluoroacetic acid). Reported procedure: To a solution of methyl 2-[1-[(tert-butoxy)carbonyl]-1H-indazol-5-yl]-3-[(2S)-2-methylpyrrolidin-1-yl]quinoxaline-6-carboxylate (105 mg, crude) in dichloromethane (20 mL) was added 2,2,2-trifluoroacetic acid (4 mL), The solution was stirred for 3 h at room temperature and concentrated under vacuum. The residue was quenched by the addition of water (50 mL) and adjusted pH to 9 with NaHCO3 (aq.), extracted with dichloromethane (3×30 mL), dried over anhydrous sodium sulfate and concentrated under v... Reactants: O (water), [OH-].[Na+] (NaOH), COC=1C=2N(N=CC1)C(=C(N2)C2=CC=C(C=C2)C2(CCC2)NC(OC(C)(C)C)=O)C2=CC=CC=C2 (tert-butyl {1-[4-(8-methoxy-3-phenylimidazo[1,2-b]pyridazin-2-yl)phenyl]cyclobutyl}carbamate), Cl (HCl). Run in CC#N (CH3CN), C(Cl)Cl (DCM), CO (MeOH). Conditions: time 60 hour. Product: N (NH3), COC=1C=2N(N=CC1)C(=C(N2)C2=CC=C(C=C2)C2(CCC2)N)C2=CC=CC=C2 (1-[4-(8-methoxy-3-phenylimidazo[1,2-b]pyridazin-2-yl)phenyl]cyclobutanamine). Isolated yield 48.0%. As a reaction SMILES: [CH3:1][O:2][C:3]1[C:4]2[N:5]([C:9]([C:30]3[CH:35]=[CH:34][CH:33]=[CH:32][CH:31]=3)=[C:10]([C:12]3[CH:17]=[CH:16][C:15]([C:18]4([NH:22]C(=O)OC(C)(C)C)[CH2:21][CH2:20][CH2:19]4)=[CH:14][CH:13]=3)[N:11]=2)[N:6]=[CH:7][CH:8]=1.Cl.[OH-].[Na+].O>CO.C(Cl)Cl.CC#N>[NH3:5].[CH3:1][O:2][C:3]1[C:4]2[N:5]([C:9]([C:30]3[CH:35]=[CH:34][CH:33]=[CH:32][CH:31]=3)=[C:10]([C:12]3[CH:13]=[CH:14][C:15]([C:18]4([NH2:22])[CH2:19][CH2:20][CH2:21]4)=[CH:16][CH:17]=3)[N:11]=2)[N:6]=[CH:7][CH:8]=1 |f:2.3|. Reported procedure: To a solution of tert-butyl {1-[4-(8-methoxy-3-phenylimidazo[1,2-b]pyridazin-2-yl)phenyl]cyclobutyl}carbamate that was prepared in a manner analgous to that described for Intermediate Example Int-11 (0.055 g, 0.12 mmol) in a mixture of MeOH (0.7 mL) and DCM (1.1 mL) was added a concentrated aqueous HCl solution (approximately 12 N, 0.6 mL). The resulting mixture was stirred at room temperature for 60 h, then poured onto ice water (15 mL). The resulting mixture was made basic with a 2 N NaOH solu...